This data is from the Open Reaction Database (ORD), a public repository of structured organic reaction records. The task is: describe an organic reaction: reactants, conditions, products, and yield Reactants: CCC(Oc1ccc(-c2noc3ccccc23)c(Cl)c1Cl)C(=O)[O-], CCO, Cl, [Na+], [OH-]. Product: O=C(O)COc1ccc(-c2noc3ccccc23)c(Cl)c1Cl. Reaction SMILES: [CH2:1]([CH3:2])[CH:3]([C:4](=[O:5])[O-:6])[O:7][c:8]1[c:9]([Cl:24])[c:10]([Cl:23])[c:11](-[c:14]2[n:15][o:16][c:17]3[c:18]2[cH:19][cH:20][cH:21][cH:22]3)[cH:12][cH:13]1.[CH3:28][CH2:29][OH:30].[ClH:27].[Na+:26].[OH-:25]>>[CH2:3]([C:4](=[O:5])[OH:6])[O:7][c:8]1[c:9]([Cl:24])[c:10]([Cl:23])[c:11](-[c:14]2[n:15][o:16][c:17]3[c:18]2[cH:19][cH:20][cH:21][cH:22]3)[cH:12][cH:13]1.